Dataset: the Open Reaction Database (ORD), a public repository of structured organic reaction records. Task: describe an organic reaction: reactants, conditions, products, and yield The reactants are ice water, N1=C(C=CC2=CC=CC=C12)COC1=CC=C(CCC2=CC=C(C#N)C=C2)C=C1 (4-(4-(2-quinolinylmethyloxy)phenethyl)benzonitrile), [N-]=[N+]=[N-].[Na+] (sodium azide), Cl.N1=CC=CC=C1 (pyridine hydrochloride). The solvent is CN(C)C=O (DMF). Run at temperature 110 celsius. Yields the product N1=C(C=CC2=CC=CC=C12)COC1=CC=C(CCC2=CC=C(C=C2)C2=NN=NN2)C=C1 (5-(4-(4-(2-quinolinylmethyloxy) phenethyl)phenyl)tetrazole). RXN SMILES: [N:1]1[C:10]2[C:5](=[CH:6][CH:7]=[CH:8][CH:9]=2)[CH:4]=[CH:3][C:2]=1[CH2:11][O:12][C:13]1[CH:28]=[CH:27][C:16]([CH2:17][CH2:18][C:19]2[CH:26]=[CH:25][C:22]([C:23]#[N:24])=[CH:21][CH:20]=2)=[CH:15][CH:14]=1.[N-:29]=[N+:30]=[N-:31].[Na+].Cl.N1C=CC=CC=1>CN(C=O)C>[N:1]1[C:10]2[C:5](=[CH:6][CH:7]=[CH:8][CH:9]=2)[CH:4]=[CH:3][C:2]=1[CH2:11][O:12][C:13]1[CH:28]=[CH:27][C:16]([CH2:17][CH2:18][C:19]2[CH:20]=[CH:21][C:22]([C:23]3[NH:31][N:30]=[N:29][N:24]=3)=[CH:25][CH:26]=2)=[CH:15][CH:14]=1 |f:1.2,3.4|. Procedure details: A mixture of 0.35 g (0.96 mmol) of 4-(4-(2-quinolinylmethyloxy)phenethyl)benzonitrile, 0.31 g (4.8 mmol, 5 equiv.) of sodium azide, and 0.55 g (4.8 mmol, 5 equiv.) of pyridine hydrochloride in 15 ml of DMF are heated at 110° C. for 48 hours. The mixture is poured into ice water and the precipitate that forms filtered off and recrystallized from methanol-water to obtain 5-(4-(4-(2-quinolinylmethyloxy) phenethyl)phenyl)tetrazole. (M.P. 203° C.-206° C.)